From a dataset of the Open Reaction Database (ORD), a public repository of structured organic reaction records. describe an organic reaction: reactants, conditions, products, and yield The reactants are C(C)(C)[Mg]Cl (isopropyl magnesium chloride), BrC1=CC(=C(C(=O)NCC(F)(F)F)C=C1)CO (4-bromo-2-hydroxymethyl-N-(2,2,2-trifluoro-ethyl)-benzamide), CN(P(=O)(N(C)C)Cl)C (bis(dimethyl amino)phosphoryl chloride). The solvent is C1CCOC1 (THF), O1CCCC1 (tetrahydrofuran), CN1C=CC(C1)=O (N-methyl-2-pyrrolinone). Conditions: temperature 5 celsius, time 60 minute. The product is BrC=1C=C2CN(C(C2=CC1)=O)CC(F)(F)F (5-bromo-2-(2,2,2-trifluoroethyl)isoindolin-1-one). Isolated yield 88.5%. Reaction SMILES: [Br:1][C:2]1[CH:15]=[CH:14][C:5]([C:6]([NH:8][CH2:9][C:10]([F:13])([F:12])[F:11])=[O:7])=[C:4]([CH2:16]O)[CH:3]=1.C([Mg]Cl)(C)C.CN(C)P(Cl)(N(C)C)=O>O1CCCC1.CN1CC(=O)C=C1>[Br:1][C:2]1[CH:3]=[C:4]2[C:5](=[CH:14][CH:15]=1)[C:6](=[O:7])[N:8]([CH2:9][C:10]([F:13])([F:12])[F:11])[CH2:16]2. Procedure: To a stirred solution of 4-bromo-2-hydroxymethyl-N-(2,2,2-trifluoro-ethyl)-benzamide (3.37 g, 10.8 mmol) in anhydrous tetrahydrofuran (50 ml), N-methyl-2-pyrrolinone (20 mL), cooled to 5° C. under a nitrogen atmosphere was added a solution of 2M isopropyl magnesium chloride in anhydrous THF (25 ml) at a rate to keep the temperature of the reaction mixture under 10° C., After complete addition, approximately 45 minutes the reaction was stirred at this temperature for an additional 60 minutes, and... Reactants: O=C1CCC(=O)N1Br, O=C(OOC(=O)c1ccccc1)c1ccccc1, ClC(Cl)(Cl)Cl, CCc1ccc(-c2onc3ccccc23)cc1. Product: CC(Br)c1ccc(-c2onc3ccccc23)cc1. RXN SMILES: [Br:18][N:19]1[C:20](=[O:21])[CH2:22][CH2:23][C:24]1=[O:25].[C:26]([O:27][O:28][C:29](=[O:30])[c:31]1[cH:32][cH:33][cH:34][cH:35][cH:36]1)(=[O:37])[c:38]1[cH:39][cH:40][cH:41][cH:42][cH:43]1.[C:44]([Cl:45])([Cl:46])([Cl:47])[Cl:48].[CH2:1]([CH3:2])[c:3]1[cH:4][cH:5][c:6](-[c:9]2[o:10][n:11][c:12]3[c:13]2[cH:14][cH:15][cH:16][cH:17]3)[cH:7][cH:8]1>>[CH:1]([CH3:2])([c:3]1[cH:4][cH:5][c:6](-[c:9]2[o:10][n:11][c:12]3[c:13]2[cH:14][cH:15][cH:16][cH:17]3)[cH:7][cH:8]1)[Br:18]. Starting materials: C(=O)C1C=2C=CC=C(C2CCC1)C#N (5-formyl-5,6,7,8-tetrahydronaphthalene-1-carbonitrile), N1(CCNCC1)C(=O)OC(C)(C)C (tert-butyl piperazine-1-carboxylate), COC1=C(C#N)C=CC(=C1)CCN1CCNCC1 (2-methoxy-4-[2-(piperazin-1-yl)ethyl]benzonitrile). The product is N1(CCNCC1)CC1C=2C=CC=C(C2CCC1)C#N (5-(Piperazin-1-ylmethyl)-5,6,7,8-tetrahydronaphthalene-1-carbonitrile). Reaction SMILES: [CH:1]([CH:3]1[CH2:12][CH2:11][CH2:10][C:9]2[C:8]([C:13]#[N:14])=[CH:7][CH:6]=[CH:5][C:4]1=2)=O.[N:15]1(C(OC(C)(C)C)=O)[CH2:20][CH2:19][NH:18][CH2:17][CH2:16]1.COC1C=C(CCN2CCNCC2)C=CC=1C#N>>[N:15]1([CH2:1][CH:3]2[CH2:12][CH2:11][CH2:10][C:9]3[C:8]([C:13]#[N:14])=[CH:7][CH:6]=[CH:5][C:4]2=3)[CH2:20][CH2:19][NH:18][CH2:17][CH2:16]1. Procedure: 5-(Piperazin-1-ylmethyl)-5,6,7,8-tetrahydronaphthalene-1-carbonitrile was prepared starting from 5-formyl-5,6,7,8-tetrahydronaphthalene-1-carbonitrile and tert-butyl piperazine-1-carboxylate in two steps in an analogous fashion to that described for the synthesis of 2-methoxy-4-[2-(piperazin-1-yl)ethyl]benzonitrile above. The reactants are N=C=N (Carbodiimide), N1C=C(C2=CC=CC=C12)CC1=CC=C(C(=O)O)C=C1 (4-((1H-indol-3-yl)methyl)-benzoic acid), CC#N (CH3CN), CC#N (CH3CN), N1(CCCC1)[C@@H]1CNCC1 ((S)-1,3′-bipyrrolidine), C=1C=CC2=C(C1)N=NN2O (HOBT), CC#N (CH3CN). Solvent: C(C)N(CC)CC (triethylamine). The product is N1(C=CC2=CC=CC=C12)CC1=CC=C(C(=O)N2C[C@H](CC2)N2CCCC2)C=C1 ((3′S)-1′-[4-(1H-indol-1-ylmethyl)benzoyl]-1,3′-bipyrrolidine). As a reaction SMILES: N=C=N.N1C2C(=CC=CC=2)C([CH2:13][C:14]2[CH:22]=[CH:21][C:17]([C:18]([OH:20])=O)=[CH:16][CH:15]=2)=C1.[CH:23]1[CH:24]=[CH:25][C:26]2N(O)N=[N:29][C:27]=2[CH:28]=1.[N:33]1([C@H:38]2[CH2:42][CH2:41][NH:40][CH2:39]2)[CH2:37][CH2:36][CH2:35][CH2:34]1.[CH3:43][C:44]#N>C(N(CC)CC)C>[N:29]1([CH2:13][C:14]2[CH:15]=[CH:16][C:17]([C:18]([N:40]3[CH2:41][CH2:42][C@H:38]([N:33]4[CH2:37][CH2:36][CH2:35][CH2:34]4)[CH2:39]3)=[O:20])=[CH:21][CH:22]=2)[C:27]2[C:26](=[CH:25][CH:24]=[CH:23][CH:28]=2)[CH:44]=[CH:43]1. Procedure: A solution of methyl 4-((1H-indol-3-yl)methyl)benzoate (Tet. Lett. 44 (2003) 4589-4591) (0.50 g, 1.88-mmol) in methanol is treated with an aqueous solution of NaOH (4.15 mL, 1N, 4.15 mmol), heated to reflux temperature for 3 h and concentrated in vacuo. The resultant solid residue is dissolved in H2O and acidified with HCl. The resultant precipitate is removed by filtration and dried to yield 4-((1H-indol-3-yl)methyl)benzoic acid as a white solid, 0.468 g (99%). A microwave vial is charged with ... The reactants are NC=1N=CC(=NC1C1=CC(=C(C=C1)C(=O)OC)F)C=1CCCN(C1)C(=O)OC(C)(C)C (tert-butyl 5-(5-amino-6-(3-fluoro-4-(methoxycarbonyl)phenyl)pyrazin-2-yl)-3,4-dihydropyridine-1(2H)-carboxylate), C(=O)(C(F)(F)F)O (TFA). Run in C(Cl)Cl (DCM). Run at time 37.5 minute. Yields the product NC=1C(=NC(=CN1)C1=CNCCC1)C1=CC(=C(C(=O)OC)C=C1)F (methyl 4-(3-amino-6-(1,4,5,6-tetrahydropyridin-3-yl)pyrazin-2-yl)-2-fluorobenzoate). As a reaction SMILES: [NH2:1][C:2]1[N:3]=[CH:4][C:5]([C:19]2[CH2:20][CH2:21][CH2:22][N:23](C(OC(C)(C)C)=O)[CH:24]=2)=[N:6][C:7]=1[C:8]1[CH:13]=[CH:12][C:11]([C:14]([O:16][CH3:17])=[O:15])=[C:10]([F:18])[CH:9]=1.C(O)(C(F)(F)F)=O>C(Cl)Cl>[NH2:1][C:2]1[C:7]([C:8]2[CH:13]=[CH:12][C:11]([C:14]([O:16][CH3:17])=[O:15])=[C:10]([F:18])[CH:9]=2)=[N:6][C:5]([C:19]2[CH2:20][CH2:21][CH2:22][NH:23][CH:24]=2)=[CH:4][N:3]=1. Procedure: To tert-butyl 5-(5-amino-6-(3-fluoro-4-(methoxycarbonyl)phenyl)pyrazin-2-yl)-3,4-dihydropyridine-1(2H)-carboxylate (150 mg, 0.350 mmol) (inseparable mixture) in DCM (4 mL) was added TFA (1 mL, 12.98 mmol). The reaction mixture was stirred at room temperature for 30-45 min. The reaction mixture was evaporated on rotovap, and azeotroped with toluene. The crude product was proceeded to next step without purification. LCMS (m/z): 329.2 (MH+), 0.502 min. The reactants are IC1=CC=C2C(=CC(=NC2=C1)C)N1CCCC1 (7-iodo-2-methyl-4-pyrrolidin-1-yl-quinoline), CC(C(=O)N)(C)C (trimethylacetamide), C([O-])([O-])=O.[K+].[K+] (potassium carbonate). Reagents/catalysts: [Cu]I (copper (I) iodide). The solvent is CN(C)C=O (DMF). Reaction conditions: temperature 150 celsius. Product: CC(C(=O)NC1=CC=C2C(=CC(=NC2=C1)C)N1CCCC1)(C)C (2,2-dimethyl-N-(2-methyl-4-pyrrolidin-1-yl-quinolin-7-yl)-propionamide). Isolated yield 56.2%. Reaction SMILES: I[C:2]1[CH:11]=[C:10]2[C:5]([C:6]([N:13]3[CH2:17][CH2:16][CH2:15][CH2:14]3)=[CH:7][C:8]([CH3:12])=[N:9]2)=[CH:4][CH:3]=1.[CH3:18][C:19]([CH3:24])([CH3:23])[C:20]([NH2:22])=[O:21].C(=O)([O-])[O-].[K+].[K+]>CN(C=O)C.[Cu]I>[CH3:18][C:19]([CH3:24])([CH3:23])[C:20]([NH:22][C:2]1[CH:11]=[C:10]2[C:5]([C:6]([N:13]3[CH2:17][CH2:16][CH2:15][CH2:14]3)=[CH:7][C:8]([CH3:12])=[N:9]2)=[CH:4][CH:3]=1)=[O:21] |f:2.3.4|. Reported procedure: A suspension of 0.338 mg (1 mmol) of 7-iodo-2-methyl-4-pyrrolidin-1-yl-quinoline, 0.81 g (8 mmol) of trimethylacetamide, 0.414 g (3 mmol) of potassium carbonate (water free) and 20 mg (0.1 mmol) of copper (I) iodide in DMF (10 ml) was heated at 150° C. (oil bath temperature) under an argon atmosphere for 20 h. The reaction mixture was partitioned between EtOAc and water, the layers were separated, the organic layer washed twice with water dried over sodium sulphate and concentrated in vacuo. The... Procedure details: The title compound was prepared by General Procedure 7 with 3,4-dichlorophenyl isocyanate and the amino compound from Example 47 as reactants. Nmr and ms data were consistent; ms m/e 607 (M+1). HPLC (System 1): purity greater than 80%. RXN SMILES: [Cl:1][C:2]1[CH:3]=[C:4]([N:9]=[C:10]=[O:11])[CH:5]=[CH:6][C:7]=1[Cl:8].[NH2:12][C:13]1[CH:14]=[C:15]2[C:19](=[CH:20][CH:21]=1)[N:18]([CH2:22][C:23]1[CH:28]=[CH:27][C:26]([Cl:29])=[C:25]([Cl:30])[CH:24]=1)[CH:17]=[C:16]2[CH:31]=[C:32]1[S:36][C:35](=[O:37])[NH:34][C:33]1=[O:38]>>[Cl:1][C:2]1[CH:3]=[C:4]([NH:9][C:10](=[O:11])[NH:12][C:13]2[CH:14]=[C:15]3[C:19](=[CH:20][CH:21]=2)[N:18]([CH2:22][C:23]2[CH:28]=[CH:27][C:26]([Cl:29])=[C:25]([Cl:30])[CH:24]=2)[CH:17]=[C:16]3[CH:31]=[C:32]2[S:36][C:35](=[O:37])[NH:34][C:33]2=[O:38])[CH:5]=[CH:6][C:7]=1[Cl:8]. Reactants: ClC=1C=C(C=CC1Cl)N=C=O (3,4-dichlorophenyl isocyanate), NC=1C=C2C(=CN(C2=CC1)CC1=CC(=C(C=C1)Cl)Cl)C=C1C(NC(S1)=O)=O (5-amino-N-(3,4-dichlorobenzyl)-3-(2,4-dioxo-thiazolidin-5-ylidene-methyl)-indole). The product is ClC=1C=C(C=CC1Cl)NC(NC=1C=C2C(=CN(C2=CC1)CC1=CC(=C(C=C1)Cl)Cl)C=C1C(NC(S1)=O)=O)=O (5-[N′-(3,4-dichlorophenyl)ureido]-N-(3,4-dichlorobenzyl)-3-(2,4-dioxo-thiazolidin-5-ylidenemethyl)-indole). Reactants: C[O-].[Na+] (sodium methoxide), mixture, C(CCC)OC(=O)C1C=CN=C(C2=C1C=CC(=C2)Cl)C2=CC=CC=C2 (8-chloro-1-phenyl-5H-2-benzazepine-5-carboxylic acid butyl ester), C(CCC)OC(=O)C1=CCN=C(C2=C1C=CC(=C2)Cl)C2=CC=CC=C2 (8-chloro-1-phenyl-3H-2-benzazepine-5-carboxylic acid butyl ester), C(C)(=O)O.C(=N)N (formamidine acetate). The solvent is O (water), C(C)O (ethanol), CO (methanol). Conditions: time 30 minute. The product is ClC1=CC2=C(C3C(CN=C2C2=CC=CC=C2)N=CNC3=O)C=C1 (9-Chloro-4a,11b-dihydro-7-phenyl-5H-pyrimido[4,5-d][2]benzazepin-1(2H)-one). Reaction SMILES: C[O-].[Na+].C([O:8][C:9]([CH:11]1[C:17]2[CH:18]=[CH:19][C:20]([Cl:22])=[CH:21][C:16]=2[C:15]([C:23]2[CH:28]=[CH:27][CH:26]=[CH:25][CH:24]=2)=[N:14][CH:13]=[CH:12]1)=O)CCC.C(OC(C1C2C=CC(Cl)=CC=2C(C2C=CC=CC=2)=NCC=1)=O)CCC.C(O)(=O)C.[CH:58]([NH2:60])=[NH:59]>C(O)C.O.CO>[Cl:22][C:20]1[CH:19]=[CH:18][C:17]2[CH:11]3[C:9](=[O:8])[NH:60][CH:58]=[N:59][CH:12]3[CH2:13][N:14]=[C:15]([C:23]3[CH:28]=[CH:27][CH:26]=[CH:25][CH:24]=3)[C:16]=2[CH:21]=1 |f:0.1,4.5|. Reported procedure: Dropwise 9.5 mL (41 mmol) of a 4.3M methanol solution of sodium methoxide was added to a solution of 8.0 g (22.6 mmol) of a mixture of 8-chloro-1-phenyl-5H-2-benzazepine-5-carboxylic acid butyl ester and 8-chloro-1-phenyl-3H-2-benzazepine-5-carboxylic acid butyl ester and 6.5 g (62.4 mmol) of formamidine acetate in 70 mL of ethanol. When the addition was complete stirring at room temperature was continued for 30 min. The reaction was diluted with water and extracted with methylene chloride. The ... The reactants are IC=1C=C(C=O)C=C(C1OCOCCOC)I (3,5-diiodo-4-(2-methoxyethoxymethyloxy)-benzaldehyde), C1(=CC=CC=C1)B(O)O (phenylboronic acid), Ba(OH)2-8H2O. Reagents/catalysts: CC(=O)[O-].CC(=O)[O-].[Pd+2] (Pd(OAc)2). Solvent: COCCOC (DME), O (water). Conditions: time 90 minute. The product is C1(=CC=CC=C1)C=1C=C(C=O)C=C(C1OCOCCOC)C1=CC=CC=C1 (3,5-diphenyl-4-[(2-methoxyethoxy)methoxy]-benzaldehyde). The yield is 155.5%. RXN SMILES: I[C:2]1[CH:3]=[C:4]([CH:7]=[C:8](I)[C:9]=1[O:10][CH2:11][O:12][CH2:13][CH2:14][O:15][CH3:16])[CH:5]=[O:6].[C:18]1(B(O)O)[CH:23]=[CH:22][CH:21]=[CH:20][CH:19]=1>COCCOC.O.CC([O-])=O.CC([O-])=O.[Pd+2]>[C:18]1([C:2]2[CH:3]=[C:4]([CH:7]=[C:8]([C:2]3[CH:3]=[CH:4][CH:7]=[CH:8][CH:9]=3)[C:9]=2[O:10][CH2:11][O:12][CH2:13][CH2:14][O:15][CH3:16])[CH:5]=[O:6])[CH:23]=[CH:22][CH:21]=[CH:20][CH:19]=1 |f:4.5.6|. Procedure details: A mixture of 3,5-diiodo-4-(2-methoxyethoxymethyloxy)-benzaldehyde (19.094 g, 41.327 mmol), Pd(OAc)2(0.185 g, 0.02 mmol), phenylboronic acid (11.429 g, 90.920 mmol) and Ba(OH)2-8H2O (39.114 g, 123.981 mmol) in DME (700 ml) and water (110 ml) was refluxed. After 90 minutes, the reaction mixture was cooled, concentrated to about 400 ml and the residue extracted with EtOAc (1×300 ml, 3×100 ml). The combined organics were washed with saturated NaHCO3 (3×75 ml), water (2×75 ml), brine (2×75 ml), dried...